This data is from the Open Reaction Database (ORD), a public repository of structured organic reaction records. The task is: describe an organic reaction: reactants, conditions, products, and yield Starting materials: ClCCCBr, CCC(C)=O, COc1ccc(-n2nc3ccccc3c2Cl)cc1, [K+], [K+], O=C([O-])[O-], O. As a reaction SMILES: [Br:19][CH2:20][CH2:21][CH2:22][Cl:23].[CH2:30]([C:31]([CH3:32])=[O:33])[CH3:34].[Cl:1][c:2]1[n:3](-[c:11]2[cH:12][cH:13][c:14]([O:17][CH3:18])[cH:15][cH:16]2)[n:4][c:5]2[cH:6][cH:7][cH:8][cH:9][c:10]12.[K+:24].[K+:25].[O-:26][C:27]([O-:28])=[O:29].[OH2:35]>>[Cl:1][c:2]1[n:3](-[c:11]2[cH:12][cH:13][c:14]([O:17][CH2:18][CH2:21][CH2:22][Cl:23])[cH:15][cH:16]2)[n:4][c:5]2[cH:6][cH:7][cH:8][cH:9][c:10]12. Yields the product ClCCCOc1ccc(-n2nc3ccccc3c2Cl)cc1. Starting materials: N12CCN(C(CC1)CC2)C=2C=CC(=C(C(=O)NCC(=O)NC(C)C)C2)[N+](=O)[O-] (5-(1,4-diazabicyclo[3.2.2]nonan-4-yl)-N-(2-(isopropylamino)-2-oxoethyl)-2-nitrobenzamide), N12CCN(C(CC1)CC2)C=2C=CC(=C(C(=O)NCC(=O)NC(C)C)C2)[N+](=O)[O-] (5-(1,4-diazabicyclo[3.2.2]nonan-4-yl)-N-(2-(isopropylamino)-2-oxoethyl)-2-nitrobenzamide), [H][H] (hydrogen). The reagents and catalysts are [Pd] (palladium on carbon). The solvent is CO (methanol). Product: NC1=C(C(=O)NCC(=O)NC(C)C)C=C(C=C1)N1CCN2CCC1CC2 (2-amino-5-(1,4-diazabicyclo[3.2.2]nonan-4-yl)-N-(2-(isopropylamino)-2-oxoethyl)benzamide). The yield is 98.9%. As a reaction SMILES: [N:1]12[CH2:9][CH2:8][CH:5]([CH2:6][CH2:7]1)[N:4]([C:10]1[CH:11]=[CH:12][C:13]([N+:26]([O-])=O)=[C:14]([CH:25]=1)[C:15]([NH:17][CH2:18][C:19]([NH:21][CH:22]([CH3:24])[CH3:23])=[O:20])=[O:16])[CH2:3][CH2:2]2.[H][H]>CO.[Pd]>[NH2:26][C:13]1[CH:12]=[CH:11][C:10]([N:4]2[CH:5]3[CH2:8][CH2:9][N:1]([CH2:7][CH2:6]3)[CH2:2][CH2:3]2)=[CH:25][C:14]=1[C:15]([NH:17][CH2:18][C:19]([NH:21][CH:22]([CH3:24])[CH3:23])=[O:20])=[O:16]. Reported procedure: 5-(1,4-diazabicyclo[3.2.2]nonan-4-yl)-N-(2-(isopropylamino)-2-oxoethyl)-2-nitrobenzamide (Intermediate 4A) (7.0 g, 18.0 mmol) was dissolved in methanol (120 mL) and palladium on carbon (0.7 g) added. The resulting solution was hydrogenated at room temperature under 4 bar pressure of hydrogen overnight. The reaction mixture was filtered through a celite pad, washed with methanol and dichloromethane, and concentrated to afford 2-amino-5-(1,4-diazabicyclo[3.2.2]nonan-4-yl)-N-(2-(isopropylamino)-2-o... Reactants: O=C(CBr)c1ccccc1, Cn1ccccc1=S, CCO. Yields the product [Br-], C[n+]1ccccc1SCC(=O)c1ccccc1. Reaction SMILES: [Br:1][CH2:2][C:3](=[O:4])[c:5]1[cH:6][cH:7][cH:8][cH:9][cH:10]1.[CH3:11][n:12]1[c:13](=[S:18])[cH:14][cH:15][cH:16][cH:17]1.[CH3:19][CH2:20][OH:21]>>[Br-:1].[CH2:2]([C:3](=[O:4])[c:5]1[cH:6][cH:7][cH:8][cH:9][cH:10]1)[S:18][c:13]1[n+:12]([CH3:11])[cH:17][cH:16][cH:15][cH:14]1. Starting materials: O=C([O-])[O-], Cn1cc(B2OC(C)(C)C(C)(C)O2)cn1, Nc1ccc(Oc2ccnc(Cl)c2)cn1, [Cs+], [Cs+], CN(C)C=O, O. As a reaction SMILES: [C:32](=[O:33])([O-:34])[O-:35].[CH3:17][n:18]1[n:19][cH:20][c:21]([B:23]2[O:24][C:25]([CH3:26])([CH3:27])[C:28]([CH3:29])([CH3:30])[O:31]2)[cH:22]1.[Cl:1][c:2]1[n:3][cH:4][cH:5][c:6]([O:8][c:9]2[cH:10][cH:11][c:12]([NH2:15])[n:13][cH:14]2)[cH:7]1.[Cs+:36].[Cs+:37].[O:38]=[CH:39][N:40]([CH3:41])[CH3:42].[OH2:16]>>[c:2]1(-[c:21]2[cH:20][n:19][n:18]([CH3:17])[cH:22]2)[n:3][cH:4][cH:5][c:6]([O:8][c:9]2[cH:10][cH:11][c:12]([NH2:15])[n:13][cH:14]2)[cH:7]1. The product is Cn1cc(-c2cc(Oc3ccc(N)nc3)ccn2)cn1.